This data is from the Open Reaction Database (ORD), a public repository of structured organic reaction records. The task is: describe an organic reaction: reactants, conditions, products, and yield Starting materials: ClC1=CC=C(C=C1)C1=NC=2N(C(=C1)C(F)F)N=CC2C(=O)O (5-(4-chloro-phenyl)-7-difluoromethyl-pyrazolo[1,5-a]pyrimidine-3-carboxylic acid), ONC(=N)C=1SC(=CC1)S(N)(=O)=O (N-hydroxy-5-sulfamoyl-thiophene-2-carboxamidine). The product is ClC1=CC=C(C=C1)C1=NC=2N(C(=C1)C(F)F)N=CC2C2=NC(=NO2)C2=CC=C(S2)S(=O)(=O)N (5-{5-[5-(4-Chloro-phenyl)-7-difluoromethyl-pyrazolo[1,5-a]pyrimidin-3-yl]-[1,2,4]oxadiazol-3-yl}-thiophene-2-sulfonic Acid Amide). Reaction SMILES: [Cl:1][C:2]1[CH:7]=[CH:6][C:5]([C:8]2[CH:13]=[C:12]([CH:14]([F:16])[F:15])[N:11]3[N:17]=[CH:18][C:19]([C:20](O)=[O:21])=[C:10]3[N:9]=2)=[CH:4][CH:3]=1.O[NH:24][C:25]([C:27]1[S:28][C:29]([S:32](=[O:35])(=[O:34])[NH2:33])=[CH:30][CH:31]=1)=[NH:26]>>[Cl:1][C:2]1[CH:7]=[CH:6][C:5]([C:8]2[CH:13]=[C:12]([CH:14]([F:15])[F:16])[N:11]3[N:17]=[CH:18][C:19]([C:20]4[O:21][N:26]=[C:25]([C:27]5[S:28][C:29]([S:32]([NH2:33])(=[O:35])=[O:34])=[CH:30][CH:31]=5)[N:24]=4)=[C:10]3[N:9]=2)=[CH:4][CH:3]=1. Reported procedure: The title compound was prepared from 5-(4-chloro-phenyl)-7-difluoromethyl-pyrazolo[1,5-a]pyrimidine-3-carboxylic acid (example C.3) (162 mg, 0.5 mmol) and N-hydroxy-5-sulfamoyl-thiophene-2-carboxamidine (example B.2) (166 mg, 0.75 mmol) according to general procedure II. Obtained after purification by flash chromatography (ethyl acetate/heptane) and crystallization (dichloromethane) as a light yellow solid (96 mg, 38%). MS (EI) 508.0 [(M)+]; mp 259° C. The reactants are COC(C1=CC=C(C=C1)COC1=CC2=C(CCN(CC2)C2CCCC2)C=C1)=O (4-(3-Cyclopentyl-2,3,4,5-tetrahydro-1H-benzo[d]azepin-7-yloxymethyl)-benzoic acid methyl ester). Run in CO (methanol), [OH-].[Na+] (sodium hydroxide), O (water). Conditions: temperature 60 celsius, time 4 hour. Product: C1(CCCC1)N1CCC2=C(CC1)C=C(C=C2)OCC2=CC=C(C(=O)O)C=C2 (4-(3-Cyclopentyl-2,3,4,5-tetrahydro-1H-benzo[d]azepin-7-yloxymethyl)-benzoic acid). Reaction SMILES: C[O:2][C:3](=[O:28])[C:4]1[CH:9]=[CH:8][C:7]([CH2:10][O:11][C:12]2[CH:27]=[CH:26][C:15]3[CH2:16][CH2:17][N:18]([CH:21]4[CH2:25][CH2:24][CH2:23][CH2:22]4)[CH2:19][CH2:20][C:14]=3[CH:13]=2)=[CH:6][CH:5]=1>CO.[OH-].[Na+].O>[CH:21]1([N:18]2[CH2:19][CH2:20][C:14]3[CH:13]=[C:12]([O:11][CH2:10][C:7]4[CH:8]=[CH:9][C:4]([C:3]([OH:28])=[O:2])=[CH:5][CH:6]=4)[CH:27]=[CH:26][C:15]=3[CH2:16][CH2:17]2)[CH2:22][CH2:23][CH2:24][CH2:25]1 |f:2.3|. Procedure: 4-(3-Cyclopentyl-2,3,4,5-tetrahydro-1H-benzo[d]azepin-7-yloxymethyl)-benzoic acid methyl ester (E88) (3.1 g, 8.1 mmol)) was dissolved in a mixture of methanol (90 ml), 2N sodium hydroxide (12 ml) and water (30 ml). The resulting mixture was stirred at 60° C. for 4 hours and then cooled to room temperature. The mixture was concentrated in vacuo to remove the organic solvents and then acidified to pH 6 (2N hydrochloric acid). The resulting precipitates were filtered, washed with water and dried un... The reactants are CCCN(CC1CCN(S(C)(=O)=O)CC1)C1CCc2ccc([N+](=O)[O-])cc2C1, CCO. The product is CCCN(CC1CCN(S(C)(=O)=O)CC1)C1CCc2ccc(N)cc2C1. RXN SMILES: [CH3:1][S:2](=[O:3])(=[O:4])[N:5]1[CH2:6][CH2:7][CH:8]([CH2:11][N:12]([CH2:13][CH2:14][CH3:15])[CH:16]2[CH2:17][c:18]3[cH:19][c:20]([N+:26]([O-:27])=[O:28])[cH:21][cH:22][c:23]3[CH2:24][CH2:25]2)[CH2:9][CH2:10]1.[CH3:29][CH2:30][OH:31]>>[CH3:1][S:2](=[O:3])(=[O:4])[N:5]1[CH2:6][CH2:7][CH:8]([CH2:11][N:12]([CH2:13][CH2:14][CH3:15])[CH:16]2[CH2:17][c:18]3[cH:19][c:20]([NH2:26])[cH:21][cH:22][c:23]3[CH2:24][CH2:25]2)[CH2:9][CH2:10]1. The reactants are CNC (dimethylamine), FC(COP(=O)(OCC(F)(F)F)CC(=O)O)(F)F (Bis-(2,2,2-trifluoroethyl)phosphonoacetic acid), CC(C)(C)OC(=O)OC(=O)OC(C)(C)C (Boc anhydride), N1=CC=CC=C1 (pyridine). Run in C(C)(=O)OCC (ethyl acetate). Run at time 15 minute. The product is CN(C(CP(OCC(F)(F)F)(OCC(F)(F)F)=O)=O)C (bis(2,2,2-trifluoroethyl) 2-(dimethylamino)-2-oxoethylphosphonate). Yield: 80.0%. As a reaction SMILES: [F:1][C:2]([F:18])([F:17])[CH2:3][O:4][P:5]([CH2:13][C:14](O)=[O:15])([O:7][CH2:8][C:9]([F:12])([F:11])[F:10])=[O:6].[N:19]1[CH:24]=CC=C[CH:20]=1.CC(OC(OC(OC(C)(C)C)=O)=O)(C)C.CNC>C(OCC)(=O)C>[CH3:20][N:19]([CH3:24])[C:14](=[O:15])[CH2:13][P:5](=[O:6])([O:7][CH2:8][C:9]([F:12])([F:11])[F:10])[O:4][CH2:3][C:2]([F:18])([F:17])[F:1]. Procedure: Bis-(2,2,2-trifluoroethyl)phosphonoacetic acid (0.07 mol) was dissolved in 100 ml of ethyl acetate. To this solution 5.6 g of pyridine (0.07 mol) were added, followed by 20.4 g (0.093 mol) of Boc anhydride. The mixture was stirred for 15 min and anhydrous dimethylamine (0.07 mol) was added. The mixture was stirred overnight. The mixture was stirred for 1 h at 5° C., and worked-up. Following distillation bis(2,2,2-trifluoroethyl) 2-(dimethylamino)-2-oxoethylphosphonate was obtained in 80% yield. Run at temperature 80 celsius, time 30 minute. The solvent is CO (MeOH), O (H2O), CO (MeOH), CO.O (MeOH H2O). Reported procedure: A solution of methyl 2-(4-chlorobenzyl)-4-(3-ethoxy-3-oxopropanoyl)piperidine-1-carboxylate (780 mg, 2.04 mmol) (from example 115, step 2) in MeOH (5 mL) was added to a solution of sodium hydroxide (1.705 mL, 2.05 mmol) in MeOH/H2O (1.608 mL/0.097 mL) at −30° C. After 10 min a solution of hydroxylamine hydrochloride (284 mg, 4.09 mmol) and sodium hydroxide (163 mg, 4.09 mmol) in MeOH (5 mL) and H2O (5 mL) was added. Stirring was continued at −30° C. for 30 min. The reaction solution was poured i... Reactants: Cl.NO (hydroxylamine hydrochloride), [OH-].[Na+] (sodium hydroxide), ClC1=CC=C(CC2N(CCC(C2)C(CC(=O)OCC)=O)C(=O)OC)C=C1 (methyl 2-(4-chlorobenzyl)-4-(3-ethoxy-3-oxopropanoyl)piperidine-1-carboxylate), [OH-].[Na+] (sodium hydroxide), Cl (HCl). Product: ClC1=CC=C(C[C@@H]2N(CC[C@H](C2)C2=CC(NO2)=O)C(=O)OC)C=C1 (trans-methyl 2-(4-chlorobenzyl)-4-(3-oxo-2,3-dihydroisoxazol-5-yl)piperidine-1-carboxylate). Yield: 38.1%. As a reaction SMILES: [Cl:1][C:2]1[CH:26]=[CH:25][C:5]([CH2:6][CH:7]2[CH2:12][CH:11]([C:13](=[O:20])[CH2:14][C:15](OCC)=[O:16])[CH2:10][CH2:9][N:8]2[C:21]([O:23][CH3:24])=[O:22])=[CH:4][CH:3]=1.[OH-].[Na+].Cl.[NH2:30]O.Cl>CO.CO.O.O>[Cl:1][C:2]1[CH:26]=[CH:25][C:5]([CH2:6][C@H:7]2[CH2:12][C@H:11]([C:13]3[O:20][NH:30][C:15](=[O:16])[CH:14]=3)[CH2:10][CH2:9][N:8]2[C:21]([O:23][CH3:24])=[O:22])=[CH:4][CH:3]=1 |f:1.2,3.4,7.8|. Reactants: solid, BrC1=CC(=CC=2C(=C3N(C12)CCNC3=O)C)C#N (6-bromo-10-methyl-1-oxo-1,2,3,4-tetrahydro-pyrazino[1,2-a]indole-8-carbonitrile), BrC1=CC(=CC=2C(=C3N(C12)CCNC3=O)C)C#N (6-bromo-10-methyl-1-oxo-1,2,3,4-tetrahydro-pyrazino[1,2-a]indole-8-carbonitrile), ClC1=CC=C(C=N1)B(O)O (6-chloro-pyridin-3-ylboronic acid). Product: ClC1=CC=C(C=N1)C1=CC(=CC=2C(=C3N(C12)CCNC3=O)C)C#N (6-(6-Chloropyridin-3-yl)-10-methyl-1-oxo-3,4-dihydro-2H-pyrazino[1,2-a]indole-8-carbonitrile). As a reaction SMILES: Br[C:2]1[C:10]2[N:9]3[CH2:11][CH2:12][NH:13][C:14](=[O:15])[C:8]3=[C:7]([CH3:16])[C:6]=2[CH:5]=[C:4]([C:17]#[N:18])[CH:3]=1.[Cl:19][C:20]1[N:25]=[CH:24][C:23](B(O)O)=[CH:22][CH:21]=1>>[Cl:19][C:20]1[N:25]=[CH:24][C:23]([C:2]2[C:10]3[N:9]4[CH2:11][CH2:12][NH:13][C:14](=[O:15])[C:8]4=[C:7]([CH3:16])[C:6]=3[CH:5]=[C:4]([C:17]#[N:18])[CH:3]=2)=[CH:22][CH:21]=1. Reported procedure: The title compound, light yellow solid (66 mg, 78%), MS (ISP) m/z=335.5 [(M+H)+], mp 318° C., was prepared in accordance with the general method of example 1 from 6-bromo-10-methyl-1-oxo-1,2,3,4-tetrahydro-pyrazino[1,2-a]indole-8-carbonitrile (intermediate 16) (76 mg, 0.25 mmol) and commercially available 6-chloro-pyridin-3-ylboronic acid (51.1 mg, 0.325 mmol). Yield: 93.9%. Solvent: N1=CC=CC=C1 (pyridine). RXN SMILES: [C:1]([O:5][C:6]([N:8]1[CH2:12][C@H:11]([OH:13])[CH2:10][C@H:9]1[C:14]([O:16][CH2:17][CH3:18])=[O:15])=[O:7])([CH3:4])([CH3:3])[CH3:2].[C:19]1([CH3:29])[CH:24]=[CH:23][C:22]([S:25](Cl)(=[O:27])=[O:26])=[CH:21][CH:20]=1>N1C=CC=CC=1>[C:1]([O:5][C:6]([N:8]1[CH2:12][C@H:11]([O:13][S:25]([C:22]2[CH:23]=[CH:24][C:19]([CH3:29])=[CH:20][CH:21]=2)(=[O:27])=[O:26])[CH2:10][C@H:9]1[C:14]([O:16][CH2:17][CH3:18])=[O:15])=[O:7])([CH3:4])([CH3:3])[CH3:2]. Reported procedure: To 193 g of (2S,4R)-1-(t-butoxycarbonyl)-2-ethoxycarbonyl -4-hydroxypyrrolidine dissolved in 500 ml of pyridine and cooled on an ice bath was added 213 g of p-toluenesulfonyl chloride, followed by 20 hours of stirring at room temperature. The reaction mixture was concentrated, and the resulting residue was dissolved in ethyl acetate, washed with water, 10% citric acid aqueous solution, 5% sodium bicarbonate aqueous solution and water in that order, followed by evaporation of the solvent under a ... Conditions: time 20 hour. Reactants: C(C)(C)(C)OC(=O)N1[C@@H](C[C@H](C1)O)C(=O)OCC ((2S,4R)-1-(t-butoxycarbonyl)-2-ethoxycarbonyl -4-hydroxypyrrolidine), C1(=CC=C(C=C1)S(=O)(=O)Cl)C (p-toluenesulfonyl chloride). The product is C(C)(C)(C)OC(=O)N1[C@@H](C[C@H](C1)OS(=O)(=O)C1=CC=C(C=C1)C)C(=O)OCC ((2S,4R)-1-(t-butoxycarbonyl)-2-ethoxycarbonyl-4-(p-toluenesulfonyloxy)pyrrolidine). The reactants are CCCCP(CCCC)CCCC, CCOC(=O)c1cc2cc(OCCOC)cc(NS(=O)(=O)c3ccccn3)c2[nH]1, Cc1ccccc1, OCC(F)F, O=C(N=NC(=O)N1CCCCC1)N1CCCCC1. The product is CCOC(=O)c1cc2cc(OCCOC)cc(N(CC(F)F)S(=O)(=O)c3ccccn3)c2[nH]1. RXN SMILES: [CH2:35]([P:36]([CH2:37][CH2:38][CH2:39][CH3:40])[CH2:41][CH2:42][CH2:43][CH3:44])[CH2:45][CH2:46][CH3:47].[CH3:1][O:2][CH2:3][CH2:4][O:5][c:6]1[cH:7][c:8]2[cH:9][c:10]([C:25](=[O:26])[O:27][CH2:28][CH3:29])[nH:11][c:12]2[c:13]([NH:15][S:16](=[O:17])(=[O:18])[c:19]2[n:20][cH:21][cH:22][cH:23][cH:24]2)[cH:14]1.[CH3:66][c:67]1[cH:68][cH:69][cH:70][cH:71][cH:72]1.[F:30][CH:31]([CH2:32][OH:33])[F:34].[N:48]([C:49]([N:50]1[CH2:51][CH2:52][CH2:53][CH2:54][CH2:55]1)=[O:56])=[N:57][C:58]([N:59]1[CH2:60][CH2:61][CH2:62][CH2:63][CH2:64]1)=[O:65]>>[CH3:1][O:2][CH2:3][CH2:4][O:5][c:6]1[cH:7][c:8]2[cH:9][c:10]([C:25](=[O:26])[O:27][CH2:28][CH3:29])[nH:11][c:12]2[c:13]([N:15]([S:16](=[O:17])(=[O:18])[c:19]2[n:20][cH:21][cH:22][cH:23][cH:24]2)[CH2:32][CH:31]([F:30])[F:34])[cH:14]1.